Dataset: the Open Reaction Database (ORD), a public repository of structured organic reaction records. Task: describe an organic reaction: reactants, conditions, products, and yield The reactants are COC(=O)C=1C=C(C=CC1)N[C@H](C(=O)OCC1=CC=CC=C1)CC1=CC(=CC=C1)C (benzyl (S)-2-(3-methoxycarbonylphenylamino)-3-(3-methylphenyl)-propionate). Reagents/catalysts: [Pd] (Pd/C). The solvent is CCO (EtOH). Run at time 1 hour. The product is COC(=O)C=1C=C(C=CC1)N[C@H](C(=O)O)CC1=CC(=CC=C1)C ((S)-2-(3-methoxycarbonylphenylamino)-3-(3-methylphenyl)-propionic acid). As a reaction SMILES: [CH3:1][O:2][C:3]([C:5]1[CH:6]=[C:7]([NH:11][C@@H:12]([CH2:23][C:24]2[CH:29]=[CH:28][CH:27]=[C:26]([CH3:30])[CH:25]=2)[C:13]([O:15]CC2C=CC=CC=2)=[O:14])[CH:8]=[CH:9][CH:10]=1)=[O:4]>CCO.[Pd]>[CH3:1][O:2][C:3]([C:5]1[CH:6]=[C:7]([NH:11][C@@H:12]([CH2:23][C:24]2[CH:29]=[CH:28][CH:27]=[C:26]([CH3:30])[CH:25]=2)[C:13]([OH:15])=[O:14])[CH:8]=[CH:9][CH:10]=1)=[O:4]. Procedure: A mixture of benzyl (S)-2-(3-methoxycarbonylphenylamino)-3-(3-methylphenyl)-propionate (0.25 g, 0.62 mmol) and 10% Pd/C (0.25 g) in EtOH (25 mL) is hydrogenated at 1 atm for 1 h. The mixture is filtered through celite and evaporated to yield (S)-2-(3-methoxycarbonylphenylamino)-3-(3-methylphenyl)-propionic acid, as a grey oil. Reactants: Clc1cccc(C(Cl)(Cl)c2cccc(Cl)c2)c1, O=C(c1cc(O)c(O)cc1F)N1CCOCC1. Product: O=C(c1cc2c(cc1F)OC(c1cccc(Cl)c1)(c1cccc(Cl)c1)O2)N1CCOCC1. Reaction SMILES: [Cl:1][c:2]1[cH:3][c:4]([C:8]([Cl:9])([Cl:10])[c:11]2[cH:12][c:13]([Cl:17])[cH:14][cH:15][cH:16]2)[cH:5][cH:6][cH:7]1.[F:18][c:19]1[c:20]([C:27](=[O:28])[N:29]2[CH2:30][CH2:31][O:32][CH2:33][CH2:34]2)[cH:21][c:22]([OH:26])[c:23]([OH:25])[cH:24]1>>[Cl:1][c:2]1[cH:3][c:4]([C:8]2([c:11]3[cH:12][c:13]([Cl:17])[cH:14][cH:15][cH:16]3)[O:25][c:23]3[c:22]([cH:21][c:20]([C:27](=[O:28])[N:29]4[CH2:30][CH2:31][O:32][CH2:33][CH2:34]4)[c:19]([F:18])[cH:24]3)[O:26]2)[cH:5][cH:6][cH:7]1.